From a dataset of the Open Reaction Database (ORD), a public repository of structured organic reaction records. describe an organic reaction: reactants, conditions, products, and yield Reactants: CO, COC(=O)Cc1ccc(C#Cc2ccc(C(=O)OC(C)C)c(CN(C)C3CC3)c2)cc1F, [Li+], C1CCOC1, [OH-], O, O. Product: CC(C)OC(=O)c1ccc(C#Cc2ccc(CC(=O)O)c(F)c2)cc1CN(C)C1CC1. As a reaction SMILES: [CH3:42][OH:43].[CH:1]([CH3:2])([CH3:3])[O:4][C:5]([c:6]1[c:7]([CH2:26][N:27]([CH3:28])[CH:29]2[CH2:30][CH2:31]2)[cH:8][c:9]([C:12]#[C:13][c:14]2[cH:15][c:16]([F:25])[c:17]([CH2:20][C:21](=[O:22])[O:23][CH3:24])[cH:18][cH:19]2)[cH:10][cH:11]1)=[O:32].[Li+:41].[O:33]1[CH2:34][CH2:35][CH2:36][CH2:37]1.[OH-:40].[OH2:38].[OH2:39]>>[CH:1]([CH3:2])([CH3:3])[O:4][C:5]([c:6]1[c:7]([CH2:26][N:27]([CH3:28])[CH:29]2[CH2:30][CH2:31]2)[cH:8][c:9]([C:12]#[C:13][c:14]2[cH:15][c:16]([F:25])[c:17]([CH2:20][C:21](=[O:22])[OH:23])[cH:18][cH:19]2)[cH:10][cH:11]1)=[O:32]. The reactants are C, C1CCOC1, CCO, CCOC(=O)C(C)c1ccc(N)c([N+](=O)[O-])c1, [Pd]. Product: CCOC(=O)C(C)c1ccc(N)c(N)c1. Reaction SMILES: [C:18].[CH2:20]1[O:21][CH2:22][CH2:23][CH2:24]1.[CH3:25][CH2:26][OH:27].[NH2:1][c:2]1[c:3]([N+:15]([O-:16])=[O:17])[cH:4][c:5]([CH:8]([C:9](=[O:10])[O:11][CH2:12][CH3:13])[CH3:14])[cH:6][cH:7]1.[Pd:19]>>[NH2:1][c:2]1[c:3]([NH2:15])[cH:4][c:5]([CH:8]([C:9](=[O:10])[O:11][CH2:12][CH3:13])[CH3:14])[cH:6][cH:7]1. Reactants: C(C)OC(=O)C=1C=C(C=CC1)NC(NCC(=O)N1C(CC(C1C1=C(C=CC=C1)F)C(=O)N(CC)CC)C(=O)OC(C)(C)C)=O (tert-butyl (2RS,4SR,5SR)-1-{2-[3-(3-(ethoxycarbonyl)phenyl)ureido]acetyl}-4-diethylaminocarbonyl-5-(2-fluorophenyl)pyrrolidine-2-carboxylate), [OH-].[K+] (potassium hydroxide). The solvent is O (water), CO (methanol). Product: C(C)(C)(C)OC(=O)C1N(C(C(C1)C(=O)N(CC)CC)C1=C(C=CC=C1)F)C(CNC(NC=1C=C(C(=O)O)C=CC1)=O)=O ((2RS,4SR,5SR)-3-{3-[2-(2-tert-butoxycarbonyl-4-diethylaminocarbonyl-5-(2-fluorophenyl)-1-pyrrolidinyl)-2-oxoethyl]ureido}-benzoic acid). Isolated yield 29.9%. As a reaction SMILES: C([O:3][C:4]([C:6]1[CH:7]=[C:8]([NH:12][C:13](=[O:44])[NH:14][CH2:15][C:16]([N:18]2[CH:22]([C:23]3[CH:28]=[CH:27][CH:26]=[CH:25][C:24]=3[F:29])[CH:21]([C:30]([N:32]([CH2:35][CH3:36])[CH2:33][CH3:34])=[O:31])[CH2:20][CH:19]2[C:37]([O:39][C:40]([CH3:43])([CH3:42])[CH3:41])=[O:38])=[O:17])[CH:9]=[CH:10][CH:11]=1)=[O:5])C.[OH-].[K+]>O.CO>[C:40]([O:39][C:37]([CH:19]1[CH2:20][CH:21]([C:30]([N:32]([CH2:33][CH3:34])[CH2:35][CH3:36])=[O:31])[CH:22]([C:23]2[CH:28]=[CH:27][CH:26]=[CH:25][C:24]=2[F:29])[N:18]1[C:16](=[O:17])[CH2:15][NH:14][C:13](=[O:44])[NH:12][C:8]1[CH:7]=[C:6]([CH:11]=[CH:10][CH:9]=1)[C:4]([OH:5])=[O:3])=[O:38])([CH3:42])([CH3:43])[CH3:41] |f:1.2|. Reported procedure: A The reaction is carried out in a way analogous to that described in Example 3, but from 1.75 g of tert-butyl (2RS,4SR,5SR)-1-{2-[3-(3-(ethoxycarbonyl)phenyl)ureido]acetyl}-4-diethylaminocarbonyl-5-(2-fluorophenyl)pyrrolidine-2-carboxylate and 2.8 cm3 of a normal aqueous potassium hydroxide solution in a mixture of 15 cm3 of distilled water and 65 cm3 of methanol. After treatment, there is obtained 0.50 g of (2RS,4SR,5SR)-3-{3-[2-(2-tert-butoxycarbonyl-4-diethylaminocarbonyl-5-(2-fluorophenyl)-... The yield is 42.4%. Product: CS(=O)(=O)C=1C=C(C=CC1)CO ((3-methanesulfonyl)phenyl methanol). Reactants: ice, CS(=O)(=O)C=1C=C(C(=O)O)C=CC1 (3-(methylsulfonyl)benzoic acid), [H-].[H-].[H-].[H-].[Li+].[Al+3] (LiAlH4). As a reaction SMILES: [CH3:1][S:2]([C:5]1[CH:6]=[C:7]([CH:11]=[CH:12][CH:13]=1)[C:8](O)=[O:9])(=[O:4])=[O:3].[H-].[H-].[H-].[H-].[Li+].[Al+3]>CCOCC.C1COCC1>[CH3:1][S:2]([C:5]1[CH:6]=[C:7]([CH2:8][OH:9])[CH:11]=[CH:12][CH:13]=1)(=[O:3])=[O:4] |f:1.2.3.4.5.6,7.8|. The solvent is CCOCC.C1CCOC1 (Et2O THF). Reported procedure: To an ice-cold solution of 3-(methylsulfonyl)benzoic acid (1.4 g, 7.1 mmol) in 2:1 Et2O/THF (60 mL) was added LiAlH4 (8.5 mL of 1.0 M solution in THF, 8.5 mmol), and the reaction mixture was heated at reflux for 1 h. The reaction mixture was cooled to 0° C., and the reaction was quenched with water (15 mL) and 15% NaOH in water (35 mL). The reaction mixture was filtered, concentrated under reduced pressure, and the residue was dissolved in EtOAc. The organic solution was washed with water and th... Run at temperature 0 celsius. Product: C(=O)N(OCC1=CC=CC=C1)C[C@H](C(=O)F)CCCC ((2R)-2-({Formyl[(phenylmethyl)oxy]amino}methyl)hexanoyl fluoride). Reported procedure: To a solution of (2R)-2-({formyl[(phenylmethyl)oxy]amino}methyl)hexanoic acid (9) (1.7 g, 6.1 mmol) in DCM (20 mL) was added pyridine (0.53 g, 6.7 mmol), followed by 2,4,6-trifluoro-1,3,5-triazine (0.86 g, 6.4 mmol) dropwise. The reaction mixture was stirred for 4 h and TLC indicated completion of the reaction. The reaction mixture was washed with 10% aqueous citric acid and brine, dried over Na2SO4, and concentrated to provide the title compound (1.7 g, 100%) as red oil. 1H NMR (300 MHz, DMSO) ... Conditions: time 4 hour. RXN SMILES: [CH:1]([N:3]([CH2:12][C@@H:13]([CH2:17][CH2:18][CH2:19][CH3:20])[C:14](O)=[O:15])[O:4][CH2:5][C:6]1[CH:11]=[CH:10][CH:9]=[CH:8][CH:7]=1)=[O:2].N1C=CC=CC=1.[F:27]C1N=C(F)N=C(F)N=1>C(Cl)Cl>[CH:1]([N:3]([CH2:12][C@@H:13]([CH2:17][CH2:18][CH2:19][CH3:20])[C:14]([F:27])=[O:15])[O:4][CH2:5][C:6]1[CH:11]=[CH:10][CH:9]=[CH:8][CH:7]=1)=[O:2]. The yield is 99.1%. The reactants are C(=O)N(OCC1=CC=CC=C1)C[C@H](C(=O)O)CCCC ((2R)-2-({formyl[(phenylmethyl)oxy]amino}methyl)hexanoic acid), N1=CC=CC=C1 (pyridine), FC1=NC(=NC(=N1)F)F (2,4,6-trifluoro-1,3,5-triazine). The solvent is C(Cl)Cl (DCM). Starting materials: O=C([O-])[O-], CS(N)(=O)=O, CC(C)c1cc(C(C)C)c(-c2ccccc2P(C2CCCCC2)C2CCCCC2)c(C(C)C)c1, CC(Oc1cc(Cl)nc(SCc2cccc(F)c2F)n1)C1COC(C)(C)O1, [Cs+], [Cs+], O=C(C=Cc1ccccc1)C=Cc1ccccc1, C1COCCO1, O=C(C=Cc1ccccc1)C=Cc1ccccc1, O=C(C=Cc1ccccc1)C=Cc1ccccc1, [Pd], [Pd]. Product: CC(Oc1cc(NS(C)(=O)=O)nc(SCc2cccc(F)c2F)n1)C1COC(C)(C)O1. As a reaction SMILES: [C:40](=[O:41])([O-:42])[O-:43].[CH3:1][S:2](=[O:3])(=[O:4])[NH2:5].[CH:6]1([P:7]([CH:8]2[CH2:9][CH2:10][CH2:11][CH2:12][CH2:13]2)[c:14]2[cH:15][cH:16][cH:17][cH:18][c:19]2-[c:20]2[c:21]([CH:22]([CH3:23])[CH3:24])[cH:25][c:26]([CH:27]([CH3:28])[CH3:29])[cH:30][c:31]2[CH:32]([CH3:33])[CH3:34])[CH2:35][CH2:36][CH2:37][CH2:38][CH2:39]1.[Cl:46][c:47]1[n:48][c:49]([S:63][CH2:64][c:65]2[c:66]([F:72])[c:67]([F:71])[cH:68][cH:69][cH:70]2)[n:50][c:51]([O:53][CH:54]([CH3:55])[CH:56]2[O:57][C:58]([CH3:61])([CH3:62])[O:59][CH2:60]2)[cH:52]1.[Cs+:44].[Cs+:45].[O:117]=[C:118]([CH:119]=[CH:120][c:121]1[cH:122][cH:123][cH:124][cH:125][cH:126]1)[CH:127]=[CH:128][c:129]1[cH:130][cH:131][cH:132][cH:133][cH:134]1.[O:73]1[CH2:74][CH2:75][O:76][CH2:77][CH2:78]1.[O:81]=[C:82]([CH:83]=[CH:84][c:85]1[cH:86][cH:87][cH:88][cH:89][cH:90]1)[CH:91]=[CH:92][c:93]1[cH:94][cH:95][cH:96][cH:97][cH:98]1.[O:99]=[C:100]([CH:101]=[CH:102][c:103]1[cH:104][cH:105][cH:106][cH:107][cH:108]1)[CH:109]=[CH:110][c:111]1[cH:112][cH:113][cH:114][cH:115][cH:116]1.[Pd:79].[Pd:80]>>[CH3:1][S:2](=[O:3])(=[O:4])[NH:5][c:47]1[n:48][c:49]([S:63][CH2:64][c:65]2[c:66]([F:72])[c:67]([F:71])[cH:68][cH:69][cH:70]2)[n:50][c:51]([O:53][CH:54]([CH3:55])[CH:56]2[O:57][C:58]([CH3:61])([CH3:62])[O:59][CH2:60]2)[cH:52]1. The reactants are ClC=1N=CN(C1)C1=C(C=C(C=C1)NC=1N=C(C2=C(N1)C(CC2)C2=C(C=C(C=C2)F)F)NC)OC (N2-(4-(4-chloro-1H-imidazol-1-yl)-3-methoxyphenyl)-7-(2,4-difluorophenyl)-N4-methyl-6,7-dihydro-5H-cyclopenta[d]pyrimidine-2,4-diamine), 109B. Run in CO (methanol), C(=O)=O (CO2), CO (methanol). The product is ClC=1N=CN(C1)C1=C(C=C(C=C1)NC=1N=C(C2=C(N1)[C@H](CC2)C2=C(C=C(C=C2)F)F)NC)OC ((R)—N2-(4-(4-Chloro-1H-imidazol-1-yl)-3-methoxyphenyl)-7-(2,4-difluorophenyl)-N4-methyl-6,7-dihydro-5H-cyclopenta[d]pyrimidine-2,4-diamine). Reaction SMILES: [Cl:1][C:2]1[N:3]=[CH:4][N:5]([C:7]2[CH:12]=[CH:11][C:10]([NH:13][C:14]3[N:15]=[C:16]([NH:31][CH3:32])[C:17]4[CH2:22][CH2:21][CH:20]([C:23]5[CH:28]=[CH:27][C:26]([F:29])=[CH:25][C:24]=5[F:30])[C:18]=4[N:19]=3)=[CH:9][C:8]=2[O:33][CH3:34])[CH:6]=1>C(=O)=O.CO>[Cl:1][C:2]1[N:3]=[CH:4][N:5]([C:7]2[CH:12]=[CH:11][C:10]([NH:13][C:14]3[N:15]=[C:16]([NH:31][CH3:32])[C:17]4[CH2:22][CH2:21][C@H:20]([C:23]5[CH:28]=[CH:27][C:26]([F:29])=[CH:25][C:24]=5[F:30])[C:18]=4[N:19]=3)=[CH:9][C:8]=2[O:33][CH3:34])[CH:6]=1. Procedure: A racemic mixture of N2-(4-(4-chloro-1H-imidazol-1-yl)-3-methoxyphenyl)-N4-trideuteromethyl-7-phenyl-6,7-dihydro-5H-cyclopenta[d]pyrimidine-2,4-diamine (180 mg, 0.206 mmol from Example 109) was purified using chiral supercritical fluid chromatography (SFC) to afford 28.4 mg of peak A (Example 109A) and 27.4 mg of peak B (Example 109B). SFC Method: Chiralpak OJ-H (21×250 mm, 5 μM), 35% methanol (0.1% diethylamine) in CO2, 35° C., flow rate 45 mL/min for 10 min, absorbance 268 nm, injection 0.75 m...